describe an organic reaction: reactants, conditions, products, and yield From a dataset of the Open Reaction Database (ORD), a public repository of structured organic reaction records. Reactants: C(C)(=O)OC\1C(CCC(CC(=O)OC(C(/C=C1)C)\C(=C\C=C\C(CC1C(C(C(CC)OC(C)OCC)C)O1)(C)OC(C)OCC)\C)OC(C)OCC)(C)O ((8E,12E,14E)-7-Acetoxy-3,16,21-tris(1-ethoxyethoxy)-6-hydroxy-6,10,12,16,20-pentamethyl-18,19-epoxytricosa-8,12,14-trien-11-olide), CN(C)C1=CC=CC2=CC=CC(=C12)N(C)C (1,8-bis(N,N-dimethylamino)naphthalene), FC(S(=O)(=O)OC)(F)F (Methyl trifluoromethanesulfonate). The solvent is C1(=CC=CC=C1)C (toluene). Run at temperature 65 celsius, time 11 hour. The product is C(C)(=O)OC\1C(CCC(CC(=O)OC(C(/C=C1)C)\C(=C\C=C\C(CC1C(C(C(CC)OC(C)OCC)C)O1)(C)OC(C)OCC)\C)OC(C)OCC)(C)OC ((8E,12E,14E)-7-acetoxy-3,16,21-tris(1-ethoxyethoxy)-6-methoxy-6,10,12,16,20-pentamethyl-18,19-epoxytricosa-8,12,14-trien-11-olide). Yield: 40.6%. As a reaction SMILES: [C:1]([O:4][CH:5]1[C:6]([OH:54])([CH3:53])[CH2:7][CH2:8][CH:9]([O:47][CH:48]([O:50][CH2:51][CH3:52])[CH3:49])[CH2:10][C:11]([O:13][CH:14](/[C:19](/[CH3:46])=[CH:20]/[CH:21]=[CH:22]/[C:23]([O:40][CH:41]([O:43][CH2:44][CH3:45])[CH3:42])([CH3:39])[CH2:24][CH:25]2[O:38][CH:26]2[CH:27]([CH3:37])[CH:28]([O:31][CH:32]([O:34][CH2:35][CH3:36])[CH3:33])[CH2:29][CH3:30])[CH:15]([CH3:18])[CH:16]=[CH:17]1)=[O:12])(=[O:3])[CH3:2].[CH3:55]N(C1C2C(=CC=CC=2N(C)C)C=CC=1)C.FC(F)(F)S(OC)(=O)=O>C1(C)C=CC=CC=1>[C:1]([O:4][CH:5]1[C:6]([O:54][CH3:55])([CH3:53])[CH2:7][CH2:8][CH:9]([O:47][CH:48]([O:50][CH2:51][CH3:52])[CH3:49])[CH2:10][C:11]([O:13][CH:14](/[C:19](/[CH3:46])=[CH:20]/[CH:21]=[CH:22]/[C:23]([O:40][CH:41]([O:43][CH2:44][CH3:45])[CH3:42])([CH3:39])[CH2:24][CH:25]2[O:38][CH:26]2[CH:27]([CH3:37])[CH:28]([O:31][CH:32]([O:34][CH2:35][CH3:36])[CH3:33])[CH2:29][CH3:30])[CH:15]([CH3:18])[CH:16]=[CH:17]1)=[O:12])(=[O:3])[CH3:2]. Procedure details: (8E,12E,14E)-7-Acetoxy-3,16,21-tris(1-ethoxyethoxy)-6-hydroxy-6,10,12,16,20-pentamethyl-18,19-epoxytricosa-8,12,14-trien-11-olide (34 mg, 44 μmol) obtained in Example 3 and 1,8-bis(N,N-dimethylamino)naphthalene (57 mg, 266 μmol) were dissolved in toluene (2 mL). Methyl trifluoromethanesulfonate (22 mg, 133 μmol) was added to this solution, and the reaction mixture was stirred at 65° C. for 11 hours. After removing the precipitate by filtration, the reaction mixture was diluted with ethyl acetate... Starting materials: OCCBr, O=C([O-])[O-], Clc1cc(Cl)c2c(c1)CC(Cl)c1ccccc1S2, ClCCl, [K+], [K+]. Yields the product Clc1cc(Cl)c2c(c1)CC(OCCBr)c1ccccc1S2. RXN SMILES: [Br:19][CH2:20][CH2:21][OH:22].[C:23](=[O:24])([O-:25])[O-:26].[Cl:1][c:2]1[cH:3][c:4]2[c:5]([c:16]([Cl:18])[cH:17]1)[S:6][c:7]1[c:8]([cH:12][cH:13][cH:14][cH:15]1)[CH:9]([Cl:11])[CH2:10]2.[Cl:29][CH2:30][Cl:31].[K+:27].[K+:28]>>[Cl:1][c:2]1[cH:3][c:4]2[c:5]([c:16]([Cl:18])[cH:17]1)[S:6][c:7]1[c:8]([cH:12][cH:13][cH:14][cH:15]1)[CH:9]([O:22][CH2:21][CH2:20][Br:19])[CH2:10]2. Reactants: FC=1C(=C(C(=O)O)C=CC1C)N1N=CC=N1 (3-fluoro-4-methyl-2-(2H-1,2,3-triazol-2-yl)benzoic acid), C[C@H]1[C@H](NCCC1)CN1C(C2=CC=CC=C2C1=O)=O (2-(((2S,3R)-3-methylpiperidin-2-yl)methyl)isoindoline-1,3-dione), ClC1=NC=C(C=C1)C(F)(F)F (2-chloro-5-(trifluoromethyl)pyridine). Yields the product FC=1C(=C(C=CC1C)C(=O)N1[C@@H]([C@@H](CCC1)C)CNC1=NC=C(C=C1)C(F)(F)F)N1N=CC=N1 ((3-Fluoro-4-methyl-2-(2H-1,2,3-triazol-2-yl)phenyl)((2S,3R)-3-methyl-2-(((5-(trifluoromethyl)pyridin-2-yl)amino)methyl)piperidin-1-yl)methanone). As a reaction SMILES: [F:1][C:2]1[C:3]([N:12]2[N:16]=[CH:15][CH:14]=[N:13]2)=[C:4]([CH:8]=[CH:9][C:10]=1[CH3:11])[C:5]([OH:7])=O.[CH3:17][C@@H:18]1[CH2:23][CH2:22][CH2:21][NH:20][C@@H:19]1[CH2:24][N:25]1C(=O)C2C(=CC=CC=2)C1=O.Cl[C:37]1[CH:42]=[CH:41][C:40]([C:43]([F:46])([F:45])[F:44])=[CH:39][N:38]=1>>[F:1][C:2]1[C:3]([N:12]2[N:16]=[CH:15][CH:14]=[N:13]2)=[C:4]([C:5]([N:20]2[CH2:21][CH2:22][CH2:23][C@@H:18]([CH3:17])[C@H:19]2[CH2:24][NH:25][C:37]2[CH:42]=[CH:41][C:40]([C:43]([F:46])([F:45])[F:44])=[CH:39][N:38]=2)=[O:7])[CH:8]=[CH:9][C:10]=1[CH3:11]. Procedure: The title compound was prepared following the same general protocol as described in Example A318, using 3-fluoro-4-methyl-2-(2H-1,2,3-triazol-2-yl)benzoic acid, 2-(((2S,3R)-3-methylpiperidin-2-yl)methyl)isoindoline-1,3-dione and 2-chloro-5-(trifluoromethyl)pyridine. ESI-MS (m/z): 477 [M+1]+. Reactants: BrCCC=C1C2=C(COC3=C1C=C(C=C3)OC)N=CC=C2 (5-(3-bromopropylidene)-5,11-dihydro-7-methoxypyrido[2,3-c][1]benzoxepine). Reagents/catalysts: [Pd] (Pd—C). Solvent: C(C)O (ethanol), C(C)(=O)O (acetic acid). Reaction conditions: time 24 hour. Yields the product BrCCCC1C2=C(COC3=C1C=C(C=C3)OC)N=CC=C2 (5-(3-bromopropyl)-5,11-dihydro-7-methoxypyrido[2,3-c][1]benzoxepine). The yield is 29.8%. As a reaction SMILES: [Br:1][CH2:2][CH2:3][CH:4]=[C:5]1[C:11]2[CH:12]=[C:13]([O:16][CH3:17])[CH:14]=[CH:15][C:10]=2[O:9][CH2:8][C:7]2[N:18]=[CH:19][CH:20]=[CH:21][C:6]1=2>C(O)C.C(O)(=O)C.[Pd]>[Br:1][CH2:2][CH2:3][CH2:4][CH:5]1[C:11]2[CH:12]=[C:13]([O:16][CH3:17])[CH:14]=[CH:15][C:10]=2[O:9][CH2:8][C:7]2[N:18]=[CH:19][CH:20]=[CH:21][C:6]1=2. Procedure: To a solution of the product of step 2 (160 mg) in ethanol (3 ml) and acetic acid (1 ml) were added 10% Pd—C (79 mg) was stirred under hydrogen (under a balloon) at room temperature for 24 hour. The mixture was filtered through the celite and distilled off under reduced pressure. The residue was purified by preparative thin layer chromatography eluting with ethyl acetate-hexane (1:2) to give 5-(3-bromopropyl)-5,11-dihydro-7-methoxypyrido[2,3-c][1]benzoxepine (48 mg). The reactants are N (ammonia), C(=O)(O)C1=CC(=CC=2OC3=C(C21)C=CC=C3)[Sn](C)(C)C (1-Carboxy-3-(trimethylstannyl)dibenzofuran), Cl.CN(CCCN=C=NCC)C (1-(3-dimethylaminopropyl)-3-ethylcarbodiimide hydrochloride), O.ON1N=NC2=C1C=CC=C2 (1-hydroxybenzotriazole hydrate). The solvent is C(C)#N (acetonitrile), C1CCOC1 (THF). Run at time 30 minute. Product: C(N)(=O)C1=CC(=CC=2OC3=C(C21)C=CC=C3)[Sn](C)(C)C (1-Carbamoyl-3-(trimethylstannyl)dibenzofuran). The yield is 88.4%. RXN SMILES: [C:1]([C:4]1[C:12]2[C:11]3[CH:13]=[CH:14][CH:15]=[CH:16][C:10]=3[O:9][C:8]=2[CH:7]=[C:6]([Sn:17]([CH3:20])([CH3:19])[CH3:18])[CH:5]=1)(O)=[O:2].Cl.C[N:23](C)CCCN=C=NCC.O.ON1C2C=CC=CC=2N=N1.N>C(#N)C.C1COCC1>[C:1]([C:4]1[C:12]2[C:11]3[CH:13]=[CH:14][CH:15]=[CH:16][C:10]=3[O:9][C:8]=2[CH:7]=[C:6]([Sn:17]([CH3:20])([CH3:19])[CH3:18])[CH:5]=1)(=[O:2])[NH2:23] |f:1.2,3.4|. Procedure: To a stirred solution of the stannane 306 (1.1 g, 2.96 mmol) in anhydrous acetonitrile (5 mL) and THF (15 mL) under a nitrogen atmosphere was added 1-(3-dimethylaminopropyl)-3-ethylcarbodiimide hydrochloride (1.13 g, 5.9 mmol) and 1-hydroxybenzotriazole hydrate (1.2 g, 8.9 mmol). The solution was stirred 30 min., then 11 mL of a 2.6M ethanolic ammonia solution was added. The resulting milky white solution was stirred an additional 30 min. before being quenched with saturated aqueous ammonium chl... Reactants: C(C)(C)NC(C)C (N,N-diisoproplyamine), NC=1C=C(C=CC1O[Si](C1=CC=CC=C1)(C1=CC=CC=C1)C(C)(C)C)OC(C)=O (Acetic acid 3-amino-4-(t-butyl-diphenyl-silanyloxy)-phenyl ester), CS(=O)(=O)Cl (methanesulfonyl chloride). Solvent: ClCCl (dichloromethane). Reaction conditions: temperature -78 celsius, time 30 minute. Product: C(C)(=O)OC1=CC(=C(C=C1)O[Si](C1=CC=CC=C1)(C1=CC=CC=C1)C(C)(C)C)NS(=O)(=O)C (4-{[t-Butyl(diphenyl)silyl]oxy}-3-[(methylsulfonyl)amino]phenyl Acetate). The yield is 66.3%. Reaction SMILES: [NH2:1][C:2]1[CH:3]=[C:4]([O:26][C:27](=[O:29])[CH3:28])[CH:5]=[CH:6][C:7]=1[O:8][Si:9]([C:22]([CH3:25])([CH3:24])[CH3:23])([C:16]1[CH:21]=[CH:20][CH:19]=[CH:18][CH:17]=1)[C:10]1[CH:15]=[CH:14][CH:13]=[CH:12][CH:11]=1.C(NC(C)C)(C)C.[CH3:37][S:38](Cl)(=[O:40])=[O:39]>ClCCl>[C:27]([O:26][C:4]1[CH:5]=[CH:6][C:7]([O:8][Si:9]([C:22]([CH3:25])([CH3:23])[CH3:24])([C:10]2[CH:15]=[CH:14][CH:13]=[CH:12][CH:11]=2)[C:16]2[CH:17]=[CH:18][CH:19]=[CH:20][CH:21]=2)=[C:2]([NH:1][S:38]([CH3:37])(=[O:40])=[O:39])[CH:3]=1)(=[O:29])[CH3:28]. Procedure: Acetic acid 3-amino-4-(t-butyl-diphenyl-silanyloxy)-phenyl ester (3.5 g, 8.6 mmol) was dissolved in anhydrous dichloromethane (150 mL) and anhydrous N,N-diisoproplyamine (1.5 mL) added. The solution was cooled to −78° C. and methanesulfonyl chloride (1.08 g, 9.05 mmol) added. The solution was stirred for 30 minutes and allowed to come to room temperature. The solution was stirred overnight. The reaction mixture was washed with water. The organic solvent was dried over anhydrous magnesium sulfate... The reactants are C(C)(=O)OCC (ethyl acetate), COC(CS(=O)(=O)CCCO)COCCC(CCCC(CCCC(CCCC(C)C)C)C)C (3-[(2-methoxy-3-(3,7,11,15-tetramethylhexadecyloxy)propyl)sulfonyl]propanol), CS(=O)(=O)Cl (methanesulfonyl chloride). Solvent: C(C)N(CC)CC (triethylamine). Yields the product COC(CS(=O)(=O)CCCOS(=O)(=O)C)COCCC(CCCC(CCCC(CCCC(C)C)C)C)C (3-Mesyloxypropyl 2-methoxy-3-(3,7,11,15-tetramethylhexadecyloxy)-propyl sulfone). As a reaction SMILES: C(OCC)(=O)C.[CH3:7][O:8][CH:9]([CH2:18][O:19][CH2:20][CH2:21][CH:22]([CH3:39])[CH2:23][CH2:24][CH2:25][CH:26]([CH3:38])[CH2:27][CH2:28][CH2:29][CH:30]([CH3:37])[CH2:31][CH2:32][CH2:33][CH:34]([CH3:36])[CH3:35])[CH2:10][S:11]([CH2:14][CH2:15][CH2:16][OH:17])(=[O:13])=[O:12].[CH3:40][S:41](Cl)(=[O:43])=[O:42]>C(N(CC)CC)C>[CH3:7][O:8][CH:9]([CH2:18][O:19][CH2:20][CH2:21][CH:22]([CH3:39])[CH2:23][CH2:24][CH2:25][CH:26]([CH3:38])[CH2:27][CH2:28][CH2:29][CH:30]([CH3:37])[CH2:31][CH2:32][CH2:33][CH:34]([CH3:36])[CH3:35])[CH2:10][S:11]([CH2:14][CH2:15][CH2:16][O:17][S:41]([CH3:40])(=[O:43])=[O:42])(=[O:13])=[O:12]. Procedure details: To 100 ml of ethyl acetate are added 4.5 g of 3-[(2-methoxy-3-(3,7,11,15-tetramethylhexadecyloxy)propyl)sulfonyl]propanol and 1.54 ml of triethylamine, to which is further added 0.85 ml of methanesulfonyl chloride dropwise at room temperature with stirring. After being stirred at room temperature for 3 hours, the reaction mixture is washed with water, dilute hydrochloric acid, an aquoues sodium bicarbonate and water. After drying, the solvent is distilled off to leave 5.16 g of the captioned com... Starting materials: CC(=O)[O-], CN(C)C=O, COc1cccc2ccccc12, [Na+], O=P(Cl)(Cl)Cl. The product is COc1ccc(C=O)c2ccccc12. RXN SMILES: [CH3:19][C:20]([O-:21])=[O:22].[CH3:23][N:24]([CH3:25])[CH:26]=[O:27].[CH3:6][O:7][c:8]1[cH:9][cH:10][cH:11][c:12]2[cH:13][cH:14][cH:15][cH:16][c:17]12.[Na+:18].[P:1]([Cl:2])([Cl:3])([Cl:4])=[O:5]>>[CH3:6][O:7][c:8]1[cH:9][cH:10][c:11]([CH:20]=[O:21])[c:12]2[cH:13][cH:14][cH:15][cH:16][c:17]12. Reactants: CSCCNC1=C(C=NC2=CC=CC=C12)N (N4-[2-(Methylthio)ethyl]quinoline-3,4-diamine), C(CCC)(OC)(OC)OC (trimethyl orthobutyrate), Cl.N1=CC=CC=C1 (pyridine hydrochloride). Run in C1(=CC=CC=C1)C (toluene). Run at temperature 140 celsius. Product: CSCCN1C(=NC=2C=NC=3C=CC=CC3C21)CCC (1-[2-(methylthio)ethyl]-2-propyl-1H-imidazo[4,5-c]quinoline). Yield: 89.4%. As a reaction SMILES: [CH3:1][S:2][CH2:3][CH2:4][NH:5][C:6]1[C:15]2[C:10](=[CH:11][CH:12]=[CH:13][CH:14]=2)[N:9]=[CH:8][C:7]=1[NH2:16].[C:17](OC)(OC)(OC)[CH2:18][CH2:19][CH3:20].Cl.N1C=CC=CC=1>C1(C)C=CC=CC=1>[CH3:1][S:2][CH2:3][CH2:4][N:5]1[C:6]2[C:15]3[CH:14]=[CH:13][CH:12]=[CH:11][C:10]=3[N:9]=[CH:8][C:7]=2[N:16]=[C:17]1[CH2:18][CH2:19][CH3:20] |f:2.3|. Reported procedure: N4-[2-(Methylthio)ethyl]quinoline-3,4-diamine (4.2 g, 19.2 mmol), trimethyl orthobutyrate (2.86 g, 19.2 mmol), pyridine hydrochloride (catalytic amount) and toluene were combined in a pressure vessel and heated at 140° C. for 1 hour. The reaction mixture was allowed to cool and then it was concentrated under reduced pressure to provide 4.9 g of 1-[2-(methylthio)ethyl]-2-propyl-1H-imidazo[4,5-c]quinoline. Starting materials: C=CCc1cccn(-c2ccc([N+](=O)[O-])cc2C)c1=O, C1CCOC1, CCOC(C)=O, B1C2CCCC1CCC2, [Na+], [Na+], [OH-], O, OO, O=S([O-])O. Product: Cc1cc([N+](=O)[O-])ccc1-n1cccc(CCCO)c1=O. Reaction SMILES: [CH2:10]([CH:11]=[CH2:12])[c:13]1[c:14](=[O:29])[n:15](-[c:19]2[c:20]([CH3:28])[cH:21][c:22]([N+:25](=[O:26])[O-:27])[cH:23][cH:24]2)[cH:16][cH:17][cH:18]1.[CH2:39]1[O:40][CH2:41][CH2:42][CH2:43]1.[CH3:45][CH2:46][O:47][C:48](=[O:49])[CH3:50].[CH:1]12[CH2:2][CH2:3][CH2:4][CH:5]([BH:6]1)[CH2:7][CH2:8][CH2:9]2.[Na+:31].[Na+:38].[OH-:30].[OH2:44].[OH:32][OH:33].[S:34]([O-:35])(=[O:36])[OH:37]>>[CH2:10]([CH2:11][CH2:12][OH:35])[c:13]1[c:14](=[O:29])[n:15](-[c:19]2[c:20]([CH3:28])[cH:21][c:22]([N+:25](=[O:26])[O-:27])[cH:23][cH:24]2)[cH:16][cH:17][cH:18]1.